Dataset: the Open Reaction Database (ORD), a public repository of structured organic reaction records. Task: describe an organic reaction: reactants, conditions, products, and yield Starting materials: OB(O)c1ccc(Br)cc1, O=C([O-])[O-], CCO, Cc1ccccc1, CCOC(C)=O, COC(=O)c1ccc(I)cc1, [Na+], [Na+], c1ccc(P(c2ccccc2)(c2ccccc2)[Pd](P(c2ccccc2)(c2ccccc2)c2ccccc2)(P(c2ccccc2)(c2ccccc2)c2ccccc2)P(c2ccccc2)(c2ccccc2)c2ccccc2)cc1. The product is COC(=O)c1ccc(-c2ccc(Br)cc2)cc1. As a reaction SMILES: [Br:12][c:13]1[cH:14][cH:15][c:16]([B:19]([OH:20])[OH:21])[cH:17][cH:18]1.[C:25](=[O:26])([O-:27])[O-:28].[CH3:22][CH2:23][OH:24].[CH3:31][c:32]1[cH:33][cH:34][cH:35][cH:36][cH:37]1.[CH3:38][CH2:39][O:40][C:41](=[O:42])[CH3:43].[I:1][c:2]1[cH:3][cH:4][c:5]([C:6](=[O:7])[O:8][CH3:9])[cH:10][cH:11]1.[Na+:29].[Na+:30].[cH:44]1[cH:45][cH:46][c:47]([P:48]([Pd:49]([P:50]([c:51]2[cH:52][cH:53][cH:54][cH:55][cH:56]2)([c:57]2[cH:58][cH:59][cH:60][cH:61][cH:62]2)[c:63]2[cH:64][cH:65][cH:66][cH:67][cH:68]2)([P:69]([c:70]2[cH:71][cH:72][cH:73][cH:74][cH:75]2)([c:76]2[cH:77][cH:78][cH:79][cH:80][cH:81]2)[c:82]2[cH:83][cH:84][cH:85][cH:86][cH:87]2)[P:88]([c:89]2[cH:90][cH:91][cH:92][cH:93][cH:94]2)([c:95]2[cH:96][cH:97][cH:98][cH:99][cH:100]2)[c:101]2[cH:102][cH:103][cH:104][cH:105][cH:106]2)([c:107]2[cH:108][cH:109][cH:110][cH:111][cH:112]2)[c:113]2[cH:114][cH:115][cH:116][cH:117][cH:118]2)[cH:119][cH:120]1>>[c:2]1(-[c:16]2[cH:15][cH:14][c:13]([Br:12])[cH:18][cH:17]2)[cH:3][cH:4][c:5]([C:6](=[O:7])[O:8][CH3:9])[cH:10][cH:11]1. Starting materials: C(C)(C)NC(C)C (diisopropylamine), C(CCC)[Li] (n-butyl lithium), [Si](C)(C)(C(C)(C)C)N1C(C[C@H]1C(=O)O)=O ((4S)-1-t-butyldimethylsilylazetidin-2-one-4-carboxylic acid), Cl (HCl), CI (methyl iodide). The solvent is C1CCOC1 (THF), CCCCCC (hexane), CCOCC (ether), C1CCOC1 (THF), C1CCOC1 (THF). Conditions: temperature -70 celsius, time 15 minute. The product is [Si](C)(C)(C(C)(C)C)N1C([C@@H]([C@H]1C(=O)O)C)=O ((3R,4S)-1-t-butyldimethylsilyl-3-methylazetidin-2-one-4-carboxylic acid). RXN SMILES: [CH:1](NC(C)C)(C)C.C([Li])CCC.[Si:13]([N:20]1[C@H:23]([C:24]([OH:26])=[O:25])[CH2:22][C:21]1=[O:27])([C:16]([CH3:19])([CH3:18])[CH3:17])([CH3:15])[CH3:14].CI.Cl>C1COCC1.CCCCCC.CCOCC>[Si:13]([N:20]1[C@H:23]([C:24]([OH:26])=[O:25])[C@@H:22]([CH3:1])[C:21]1=[O:27])([C:16]([CH3:19])([CH3:18])[CH3:17])([CH3:15])[CH3:14]. Reported procedure: To a solution of 27.5 ml of diisopropylamine in 150 ml of THF at -20° C. was added 73.5 ml of 2.4N n-butyl lithium in hexane. After 15 minutes, the solution was cooled to -70° C. and a solution of 20 gm of (4S)-1-t-butyldimethylsilylazetidin-2-one-4-carboxylic acid in 75 mL of THF was added. The solution was warmed to -20° C. for 15 minutes before a solution of 13.5 mL of methyl iodide in 20 mL of THF was added. After 30 minutes at -20° to 0° C., the reaction was diluted with 300 mL of ether and... Solvent: CN(C=O)C (N,N-dimethylformamide). Starting materials: OC1=CC=C(C=C1)C1=NOC=C1NC(OC(C)C1=C(C=CC=C1)Cl)=O (1-(2-chlorophenyl)ethyl 3-(4-hydroxyphenyl)-4-isoxazolylcarbamate), C([O-])([O-])=O.[K+].[K+] (potassium carbonate), BrCCCCC(=O)OCC (ethyl 5-bromovalerate), O (Water). Product: ClC1=C(C=CC=C1)C(C)OC(=O)NC=1C(=NOC1)C1=CC=C(OCCCCC(=O)OCC)C=C1 (ethyl 5-(4-{4-[1-(2-chlorophenyl)ethoxycarbonylamino]-3-isoxazolyl}phenoxy)pentanoate). Reported procedure: To a solution (2 ml) of 1-(2-chlorophenyl)ethyl 3-(4-hydroxyphenyl)-4-isoxazolylcarbamate (80 mg, 0.223 mmol) in N,N-dimethylformamide were added potassium carbonate (60 mg, 0.435 mmol) and ethyl 5-bromovalerate (60 mg, 0.287 mmol), and the mixture was stirred at 100° C. for 1 hour. Water was added, the mixture was extracted with ethyl acetate, and the extract was washed with saturated brine and dried over anhydrous sodium sulfate. The solvent was evaporated under reduced pressure, and the obtai... Run at temperature 100 celsius, time 1 hour. RXN SMILES: [OH:1][C:2]1[CH:7]=[CH:6][C:5]([C:8]2[C:12]([NH:13][C:14](=[O:25])[O:15][CH:16]([C:18]3[CH:23]=[CH:22][CH:21]=[CH:20][C:19]=3[Cl:24])[CH3:17])=[CH:11][O:10][N:9]=2)=[CH:4][CH:3]=1.C(=O)([O-])[O-].[K+].[K+].Br[CH2:33][CH2:34][CH2:35][CH2:36][C:37]([O:39][CH2:40][CH3:41])=[O:38].O>CN(C)C=O>[Cl:24][C:19]1[CH:20]=[CH:21][CH:22]=[CH:23][C:18]=1[CH:16]([O:15][C:14]([NH:13][C:12]1[C:8]([C:5]2[CH:4]=[CH:3][C:2]([O:1][CH2:33][CH2:34][CH2:35][CH2:36][C:37]([O:39][CH2:40][CH3:41])=[O:38])=[CH:7][CH:6]=2)=[N:9][O:10][CH:11]=1)=[O:25])[CH3:17] |f:1.2.3|. Isolated yield 54.3%. Reactants: C(=O)(OCC)NC1=C(C=O)C2=C(C=C1)OCO2 (2-Carboethoxyamino-5,6-methylenedioxybenzaldehyde), C(C)(=O)[O-].[NH4+] (ammonium acetate), [Cl-].[NH4+] (ammonium chloride). Reaction SMILES: [C:1]([NH:6][C:7]1[CH:14]=[CH:13][C:12]2[O:15][CH2:16][O:17][C:11]=2[C:8]=1[CH:9]=O)(OCC)=[O:2].C([O-])(=O)C.[NH4+:22].[Cl-].[NH4+]>C(O)(=O)C.O>[CH2:16]1[O:15][C:12]2[C:11](=[C:8]3[C:7](=[CH:14][CH:13]=2)[NH:6][C:1](=[O:2])[N:22]=[CH:9]3)[O:17]1 |f:1.2,3.4|. Run in C(C)(=O)O (acetic acid), O (water). The yield is 6.2%. The product is C1OC2=C3C=NC(NC3=CC=C2O1)=O (5,6-methylenedioxy-2(1H)-quinazolinone). Reaction conditions: temperature 90 celsius, time 15 hour. Procedure details: 2-Carboethoxyamino-5,6-methylenedioxybenzaldehyde (5.0 g, 21.1 mmoles) was added to a suspension of ammonium acetate (1.63 g, 21.1 mmoles) and ammonium chloride (1.13 g, 21.1 mmoles) in 50 ml of acetic acid. The temperature was slowly raised to 90° C. and held there for 15 hours. The mixture was diluted with one volume of water and then extracted with ethyl acetate, after adjusting the pH to 9 with concentrated ammonium hydroxide. The ethyl acetate layers were evaporated to dryness and the resid... Starting materials: CCOCC, CO, O=C(O)c1c(F)cccc1Cl, O=S(=O)(O)O. Product: COC(=O)c1c(F)cccc1Cl. Reaction SMILES: [CH2:19]([O:20][CH2:21][CH3:22])[CH3:23].[CH3:12][OH:13].[Cl:1][c:2]1[c:3]([C:4](=[O:5])[OH:6])[c:7]([F:11])[cH:8][cH:9][cH:10]1.[S:14](=[O:15])(=[O:16])([OH:17])[OH:18]>>[Cl:1][c:2]1[c:3]([C:4](=[O:5])[O:6][CH3:12])[c:7]([F:11])[cH:8][cH:9][cH:10]1.